Dataset: the Open Reaction Database (ORD), a public repository of structured organic reaction records. Task: describe an organic reaction: reactants, conditions, products, and yield As a reaction SMILES: [Br:2][CH:3]([Br:4])[CH3:5].[CH2:11]([CH2:12][CH2:13][CH3:14])[Sn:15]([CH2:16][CH2:17][CH2:18][CH3:19])([CH2:20][CH2:21][CH2:22][CH3:23])[Cl:24].[CH2:6]([C:7]([CH3:8])=[CH2:9])[Cl:10].[Cl-:25].[Mg:1].[NH4+:26].[O:27]1[CH2:28][CH2:29][CH2:30][CH2:31]1>>[CH2:6]([C:7]([CH3:8])=[CH2:9])[Sn:15]([CH2:11][CH2:12][CH2:13][CH3:14])([CH2:16][CH2:17][CH2:18][CH3:19])[CH2:20][CH2:21][CH2:22][CH3:23]. The product is C=C(C)C[Sn](CCCC)(CCCC)CCCC. The reactants are CC(Br)Br, CCCC[Sn](Cl)(CCCC)CCCC, C=C(C)CCl, [Cl-], [Mg], [NH4+], C1CCOC1. The reactants are CCOP(=O)(CC#N)OCC, O=CC1CCN(Cc2ccccc2)CC1, [H-], [Na+], C1CCOC1, O. The product is N#CC=CC1CCN(Cc2ccccc2)CC1. Reaction SMILES: [C:16](#[N:17])[CH2:18][P:19](=[O:20])([O:21][CH2:22][CH3:23])[O:24][CH2:25][CH3:26].[CH2:1]([c:2]1[cH:3][cH:4][cH:5][cH:6][cH:7]1)[N:8]1[CH2:9][CH2:10][CH:11]([CH:14]=[O:15])[CH2:12][CH2:13]1.[H-:27].[Na+:28].[O:30]1[CH2:31][CH2:32][CH2:33][CH2:34]1.[OH2:29]>>[CH2:1]([c:2]1[cH:3][cH:4][cH:5][cH:6][cH:7]1)[N:8]1[CH2:9][CH2:10][CH:11]([CH:14]=[CH:18][C:16]#[N:17])[CH2:12][CH2:13]1.